This data is from the Open Reaction Database (ORD), a public repository of structured organic reaction records. The task is: describe an organic reaction: reactants, conditions, products, and yield Starting materials: ClC=1C=C(C(C(=O)O)=CC1)O (4-Chlorosalicylic acid), Cl.CN(CCCN=C=N)C (3-dimethylaminopropylcarbodiimide hydrochloride), O.ON1N=NC2=C1C=CC=C2 (1-hydroxybenzotriazole hydrate), C(C)O (ethanol). The solvent is CN(C=O)C (N,N-dimethylformamide), O (Water). Reaction conditions: time 8 hour. The product is ClC=1C=C(C(C(=O)OCC)=CC1)O (ethyl 4-chlorosalicylate). The yield is 43.5%. As a reaction SMILES: [Cl:1][C:2]1[CH:3]=[C:4]([OH:11])[C:5](=[CH:9][CH:10]=1)[C:6]([OH:8])=[O:7].Cl.CN(C)[CH2:15][CH2:16]CN=C=N.O.ON1C2C=CC=CC=2N=N1.C(O)C>CN(C)C=O.O>[Cl:1][C:2]1[CH:3]=[C:4]([OH:11])[C:5](=[CH:9][CH:10]=1)[C:6]([O:8][CH2:15][CH3:16])=[O:7] |f:1.2,3.4|. Procedure details: 4-Chlorosalicylic acid (344 mg), 1-ethyl-3-(3-dimethylaminopropylcarbodiimide hydrochloride (420 mg), 1-hydroxybenzotriazole hydrate (337 mg), and ethanol (2 ml) were dissolved in N,N-dimethylformamide to prepare a solution which was then stirred at room temperature overnight. Water was added to the reaction solution, and the mixture was extracted with ethyl acetate. The ethyl acetate layer was then washed with water and was dried over anhydrous sodium sulfate. The solvent was removed therefrom ... Reactants: O (water), C(#N)C1=CC=C(C=O)C=C1 (4-cyanobenzaldehyde), CC(=O)C1CC1 (cyclopropyl methyl ketone), [OH-].[Na+] (sodium hydroxide). The solvent is C(C)O (ethanol). Run at time 1 hour. Product: C1(CC1)C(=O)C=CC1=CC=C(C=C1)C#N (4-cyanophenylvinyl cyclopropyl ketone). Isolated yield 76.2%. Reaction SMILES: [C:1]([C:3]1[CH:10]=[CH:9][C:6]([CH:7]=O)=[CH:5][CH:4]=1)#[N:2].[CH3:11][C:12]([CH:14]1[CH2:16][CH2:15]1)=[O:13].[OH-].[Na+].O>C(O)C>[CH:14]1([C:12]([CH:11]=[CH:7][C:6]2[CH:9]=[CH:10][C:3]([C:1]#[N:2])=[CH:4][CH:5]=2)=[O:13])[CH2:16][CH2:15]1 |f:2.3|. Procedure: To a solution of 39.3 g of 4-cyanobenzaldehyde and 25.2 g of cyclopropyl methyl ketone in 60 ml of absolute ethanol was added 21 ml of 20% sodium hydroxide solution over a 25 minute period. The mixture was stirred for one hour at room temperature, cooled to 1° C. and 40 ml of cold water added. The solid material was collected by filtration and triturated with 450 ml of methylene dichloride and 150 ml of water at room temperature. The aqueous phase was extracted with methylene dichloride and the ... Starting materials: hydrochloride salt, CC1=CC=C(C=C1)S(=O)(=O)OCC1OC2=C(C1)C=CC=C2C2=C(C=C(C=C2)OC)OC ((±)-[7-(2,4-dimethoxyphenyl)-2,3-dihydro-1-benzofuran-2-yl]methyl 4-methylbenzenesulfonate), CN (methylamine). The product is CNCC1OC2=C(C1)C=CC=C2C2=C(C=C(C=C2)OC)OC (N-methyl-1-[7-(2,4-dimethoxyphenyl)-2,3-dihydro-1-benzofuran-2-yl]methanamine). RXN SMILES: CC1C=CC(S(O[CH2:12][CH:13]2[CH2:17][C:16]3[CH:18]=[CH:19][CH:20]=[C:21]([C:22]4[CH:27]=[CH:26][C:25]([O:28][CH3:29])=[CH:24][C:23]=4[O:30][CH3:31])[C:15]=3[O:14]2)(=O)=O)=CC=1.[CH3:32][NH2:33]>>[CH3:32][NH:33][CH2:12][CH:13]1[CH2:17][C:16]2[CH:18]=[CH:19][CH:20]=[C:21]([C:22]3[CH:27]=[CH:26][C:25]([O:28][CH3:29])=[CH:24][C:23]=3[O:30][CH3:31])[C:15]=2[O:14]1. Reported procedure: The title compound was prepared (0.272 g, 82%) following the general procedure of Example 390 as a white solid, hydrochloride salt from (±)-[7-(2,4-dimethoxyphenyl)-2,3-dihydro-1-benzofuran-2-yl]methyl 4-methylbenzenesulfonate (0.435 g, 0.987 mmol) and methylamine (0.306 g, 9.87 mmol). mp 185-188° C.